From a dataset of the Open Reaction Database (ORD), a public repository of structured organic reaction records. describe an organic reaction: reactants, conditions, products, and yield Reactants: [Li]CCCC (n-BuLi), C(C)(C)(C)NS(=O)(=O)C=1SC(=CC1)CCCC (5-Butylthiophene-2-sulfonic acid tert-butylamide), C(C)(C)OB(OC(C)C)OC(C)C (Tri-iso-propylborate). Solvent: C1CCOC1 (THF). Run at temperature -20 celsius, time 4 hour. Product: C(CCC)C1=CC(=C(S1)S(=O)(=O)NC(C)(C)C)B(O)O (5-Butyl-2-(N-tert-butylaminosulfonyl)thiophene-3-boronic acid). RXN SMILES: [C:1]([NH:5][S:6]([C:9]1[S:10][C:11]([CH2:14][CH2:15][CH2:16][CH3:17])=[CH:12][CH:13]=1)(=[O:8])=[O:7])([CH3:4])([CH3:3])[CH3:2].[Li]CCCC.C([O:26][B:27](OC(C)C)[O:28]C(C)C)(C)C>C1COCC1>[CH2:14]([C:11]1[S:10][C:9]([S:6]([NH:5][C:1]([CH3:4])([CH3:3])[CH3:2])(=[O:7])=[O:8])=[C:13]([B:27]([OH:28])[OH:26])[CH:12]=1)[CH2:15][CH2:16][CH3:17]. Procedure details: 5-Butylthiophene-2-sulfonic acid tert-butylamide (2.9 g, 0.010 mol, see step (a) above) was dissolved in THF (40 mL) under N2 and then cooled to −78° C. n-BuLi (1.6 M, 16.2 mL, 0.026 mol) was added via a syringe. The reaction mixture was stirred at −20° C. for 4 hours. Tri-iso-propylborate (13.3 mL, 0.058 mol) was then added via a syringe and the reaction mixture was stirred overnight at room temperature. The reaction was quenched with 2 M HCl (20 mL). The organic phase was separated and the wat... Reactants: C(C1=CC=CC=C1)OC1=NN(C(=C1C(C1=CC=C(C=C1)OC)O)Br)C(C)C (3-Benzyloxy-5-bromo-4-[hydroxyl(4-methoxyphenyl)-methyl]-1-isopropyl-1H-pyrazole). The reagents and catalysts are [O-2].[O-2].[Mn+4] (manganese dioxide). Run in ClCCl (dichloromethane). Run at temperature 50 celsius, time 1 hour. The product is C(C1=CC=CC=C1)OC1=NN(C(=C1C(C1=CC=C(C=C1)OC)=O)Br)C(C)C (3-Benzyloxy-5-bromo-1-isopropyl-4-(4-methoxybenzoyl)-1H-pyrazole). The yield is 67.0%. As a reaction SMILES: [CH2:1]([O:8][C:9]1[C:13]([CH:14]([OH:23])[C:15]2[CH:20]=[CH:19][C:18]([O:21][CH3:22])=[CH:17][CH:16]=2)=[C:12]([Br:24])[N:11]([CH:25]([CH3:27])[CH3:26])[N:10]=1)[C:2]1[CH:7]=[CH:6][CH:5]=[CH:4][CH:3]=1>ClCCl.[O-2].[O-2].[Mn+4]>[CH2:1]([O:8][C:9]1[C:13]([C:14](=[O:23])[C:15]2[CH:16]=[CH:17][C:18]([O:21][CH3:22])=[CH:19][CH:20]=2)=[C:12]([Br:24])[N:11]([CH:25]([CH3:27])[CH3:26])[N:10]=1)[C:2]1[CH:7]=[CH:6][CH:5]=[CH:4][CH:3]=1 |f:2.3.4|. Procedure details: 3-Benzyloxy-5-bromo-4-[hydroxyl(4-methoxyphenyl)-methyl]-1-isopropyl-1H-pyrazole (0.6 g) was dissolved in dichloromethane (10 mL), and manganese dioxide was added to the stirred solution at room temperature. The mixture was stirred at 50° C. for 1 hour. The insoluble material was removed by filtration, and the filtrate was concentrated under reduced pressure to give the title compound (0.4 g). The reactants are CC(O)C(C)(C)O, [Cl-], Clc1cc(Cl)ncn1, [H-], [NH4+], [Na+], C1CCOC1. Yields the product CC(Oc1cc(Cl)ncn1)C(C)(C)O. Reaction SMILES: [CH3:3][C:4]([CH3:5])([CH:6]([CH3:7])[OH:8])[OH:9].[Cl-:18].[Cl:10][c:11]1[n:12][cH:13][n:14][c:15]([Cl:17])[cH:16]1.[H-:1].[NH4+:19].[Na+:2].[O:20]1[CH2:21][CH2:22][CH2:23][CH2:24]1>>[CH3:3][C:4]([CH3:5])([CH:6]([CH3:7])[O:8][c:15]1[n:14][cH:13][n:12][c:11]([Cl:10])[cH:16]1)[OH:9]. Starting materials: C1CNCCN1, CC#N, O=C(NCCC1CC1)c1ccc(Cl)nn1, ClCCl. Reaction SMILES: [CH2:1]1[CH2:2][NH:3][CH2:4][CH2:5][NH:6]1.[CH3:22][C:23]#[N:24].[CH:7]1([CH2:10][CH2:11][NH:12][C:13](=[O:14])[c:15]2[n:16][n:17][c:18]([Cl:21])[cH:19][cH:20]2)[CH2:8][CH2:9]1.[Cl:25][CH2:26][Cl:27]>>[CH2:1]1[CH2:2][N:3]([c:18]2[n:17][n:16][c:15]([C:13]([NH:12][CH2:11][CH2:10][CH:7]3[CH2:8][CH2:9]3)=[O:14])[cH:20][cH:19]2)[CH2:4][CH2:5][NH:6]1. Yields the product O=C(NCCC1CC1)c1ccc(N2CCNCC2)nn1.